Task: describe an organic reaction: reactants, conditions, products, and yield. Dataset: the Open Reaction Database (ORD), a public repository of structured organic reaction records The reactants are N(=[N+]=[N-])C1=CC=C(C=C1)CCC(=O)O (3-(4-Azidophenyl)propanoic acid), C(#C)C1=NNC2=CC=CC=C12 (3-ethynyl-1H-indazole), D-(−)-isoascorbic acid sodium salt. Reagents/catalysts: O.O.O.O.O.S(=O)(=O)([O-])[O-].[Cu+2] (copper sulfate pentahydrate). Run in O (water), CCCCCCC (heptane), O1CCOCC1 (1,4-dioxane), C(Cl)Cl (DCM). Conditions: temperature 90 celsius, time 48 hour. Yields the product N1N=C(C2=CC=CC=C12)C=1N=NN(C1)C1=CC=C(C=C1)CCC(=O)O (3-{4-[4-(1H-indazol-3-yl)-1H-1,2,3-triazol-1-yl]phenyl}propanoic acid). Isolated yield 75.0%. Reaction SMILES: [N:1]([C:4]1[CH:9]=[CH:8][C:7]([CH2:10][CH2:11][C:12]([OH:14])=[O:13])=[CH:6][CH:5]=1)=[N+:2]=[N-:3].[C:15]([C:17]1[C:25]2[C:20](=[CH:21][CH:22]=[CH:23][CH:24]=2)[NH:19][N:18]=1)#[CH:16]>O1CCOCC1.O.C(Cl)Cl.CCCCCCC.O.O.O.O.O.S([O-])([O-])(=O)=O.[Cu+2]>[NH:19]1[C:20]2[C:25](=[CH:24][CH:23]=[CH:22][CH:21]=2)[C:17]([C:15]2[N:3]=[N:2][N:1]([C:4]3[CH:5]=[CH:6][C:7]([CH2:10][CH2:11][C:12]([OH:14])=[O:13])=[CH:8][CH:9]=3)[CH:16]=2)=[N:18]1 |f:6.7.8.9.10.11.12|. Procedure: 3-(4-Azidophenyl)propanoic acid (Bachem, 672 mg; 3.5 mmol; 1.0 eq.) and 3-ethynyl-1H-indazole (500 mg; 3.5 mmol; 1.0 eq.) were dissolved in 1,4-dioxane (7.5 mL). D-(−)-isoascorbic acid sodium salt (139 mg; 0.70 mmol; 0.2 eq.) followed by a solution of copper sulfate pentahydrate (35 mg; 0.14 mmol; 0.04 eq.) in water (0.75 mL) were added. The reaction mixture was stirred at 90° C. for 48 h. Dioxane was partially removed under reduced pressure, water was added and the mixture was extracted with Et... Starting materials: OC=1C=C(C(=O)NN2C(N(CC2)C(=O)NS(=O)(=O)NC(=O)N2C([C@H](C2)NC(OCC2=CC=CC=C2)=O)=O)=O)C=CC1O ((S)-[1-[[[[[[3-[(3,4-Dihydroxybenzoyl)amino]-2-oxo-1-imidazolidinyl]carbonyl]amino]sulfonyl]amino]carbonyl]-2-oxo-3-azetidinyl]carbamic acid, phenylmethyl ester), FC(C(=O)O)(F)F (trifluoroacetic acid), C1(=CC=CC=C1)SC (thioanisole). Run at time 8 hour. Yields the product FC(C(=O)O)(F)F.N[C@@H]1C(N(C1)C(=O)NS(=O)(=O)NC(=O)N1C(N(CC1)NC(C1=CC(=C(C=C1)O)O)=O)=O)=O ((S)-N-[[[(3-amino-2-oxo-1-azetidinyl)carbonyl]amino]sulfonyl]-3-[(3,4-dihydroxybenzoyl)amino]-2-oxo-1-imidazolidinecarboxamide, trifluoroacetate salt). RXN SMILES: [OH:1][C:2]1[CH:3]=[C:4]([CH:39]=[CH:40][C:41]=1[OH:42])[C:5]([NH:7][N:8]1[CH2:12][CH2:11][N:10]([C:13]([NH:15][S:16]([NH:19][C:20]([N:22]2[CH2:25][C@H:24]([NH:26]C(=O)OCC3C=CC=CC=3)[C:23]2=[O:37])=[O:21])(=[O:18])=[O:17])=[O:14])[C:9]1=[O:38])=[O:6].[F:43][C:44]([F:49])([F:48])[C:45]([OH:47])=[O:46].C1(SC)C=CC=CC=1>>[F:43][C:44]([F:49])([F:48])[C:45]([OH:47])=[O:46].[NH2:26][C@H:24]1[CH2:25][N:22]([C:20]([NH:19][S:16]([NH:15][C:13]([N:10]2[CH2:11][CH2:12][N:8]([NH:7][C:5](=[O:6])[C:4]3[CH:39]=[CH:40][C:41]([OH:42])=[C:2]([OH:1])[CH:3]=3)[C:9]2=[O:38])=[O:14])(=[O:18])=[O:17])=[O:21])[C:23]1=[O:37] |f:3.4|. Procedure: (S)-[1-[[[[[[3-[(3,4-Dihydroxybenzoyl)amino]-2-oxo-1-imidazolidinyl]carbonyl]amino]sulfonyl]amino]carbonyl]-2-oxo-3-azetidinyl]carbamic acid, phenylmethyl ester (1.4 g) was added to a mixture of 6 ml of trifluoroacetic acid and 1.5 ml of thioanisole. The mixture was stirred overnight at room temperature. The trifluoroacetic acid was removed in vacuo and the residue triturated with ether to yield 1.4 g of crude (S)-N-[[[(3-amino-2-oxo-1-azetidinyl)carbonyl]amino]sulfonyl]-3-[(3,4-dihydroxybenzoyl... Starting materials: CC(=O)Nc1c(I)c(C(=O)NCC(O)CC(O)CO)c(I)c(C(=O)NCC(O)CC(O)CO)c1I, COCCBr. Yields the product COCCN(C(C)=O)c1c(I)c(C(=O)NCC(O)CC(O)CO)c(I)c(C(=O)NCC(O)CC(O)CO)c1I. Reaction SMILES: [C:1]([CH3:2])(=[O:3])[NH:4][c:5]1[c:6]([I:35])[c:7]([C:24](=[O:25])[NH:26][CH2:27][CH:28]([OH:29])[CH2:30][CH:31]([CH2:32][OH:33])[OH:34])[c:8]([I:23])[c:9]([C:10](=[O:11])[NH:12][CH2:13][CH:14]([OH:15])[CH2:16][CH:17]([CH2:18][OH:19])[OH:20])[c:21]1[I:22].[CH3:36][O:37][CH2:38][CH2:39][Br:40]>>[C:1]([CH3:2])(=[O:3])[N:4]([c:5]1[c:6]([I:35])[c:7]([C:24](=[O:25])[NH:26][CH2:27][CH:28]([OH:29])[CH2:30][CH:31]([CH2:32][OH:33])[OH:34])[c:8]([I:23])[c:9]([C:10](=[O:11])[NH:12][CH2:13][CH:14]([OH:15])[CH2:16][CH:17]([CH2:18][OH:19])[OH:20])[c:21]1[I:22])[CH2:39][CH2:38][O:37][CH3:36]. The reactants are ClC=1C=C(C=O)C=CC1O (3-chloro-4-hydroxybenzaldehyde), CC1(OC[C@H](O1)CO)C (((4R)-2,2-dimethyl-[1,3]dioxolan-4-yl)-methanol), C(CCC)P(CCCC)CCCC (tributylphosphine). Run in C1(=CC=CC=C1)C (toluene), C1(=CC=CC=C1)C (toluene). Run at time 2 hour. Yields the product ClC=1C=C(C=O)C=CC1OC[C@H]1OC(OC1)(C)C (3-chloro-4-((4R)-2,2-dimethyl-[1,3]dioxolan-4-ylmethoxy)-benzaldehyde). The yield is 58.8%. As a reaction SMILES: [Cl:1][C:2]1[CH:3]=[C:4]([CH:7]=[CH:8][C:9]=1[OH:10])[CH:5]=[O:6].[CH3:11][C:12]1([CH3:19])[O:16][C@H:15]([CH2:17]O)[CH2:14][O:13]1.C(P(CCCC)CCCC)CCC>C1(C)C=CC=CC=1>[Cl:1][C:2]1[CH:3]=[C:4]([CH:7]=[CH:8][C:9]=1[O:10][CH2:17][C@@H:15]1[CH2:14][O:13][C:12]([CH3:19])([CH3:11])[O:16]1)[CH:5]=[O:6]. Procedure: To a solution of 3-chloro-4-hydroxybenzaldehyde (4.21 g, 27 mmol) in degassed toluene (100 mL) is added ((4R)-2,2-dimethyl-[1,3]dioxolan-4-yl)-methanol (5.35 g, 40.5 mmol), 1,1′-(azodicarbonyl)dipiperidide (13.63 g, 54 mmol) followed by tributylphosphine (10.93 g, 54 mmol). The mixture becomes slightly warm and a precipitate forms. The reaction mixture is diluted with degassed toluene (500 mL) and is stirred at rt for 2 h, then at 60° C. for further 18 h before it is washed with 1 N aq. NaOH (3×... Reactants: C(C)OCC (diethyl ether), C([O-])([O-])=O.[K+].[K+] (potassium carbonate), N1C=CC=2C1=[N+](C=CC2)[O-] (1H-pyrrolo[2,3-b]pyridine 7-oxide), P(=O)(Cl)(Cl)Cl (phosphorous oxychloride), ice. Solvent: O (water), CCCCCC (hexane). The product is ClC1=C2C(=NC=C1)NC=C2 (4-Chloro-1H-pyrrolo[2,3-b]pyridine). Reaction SMILES: [NH:1]1[C:5]2=[N+:6]([O-])[CH:7]=[CH:8][CH:9]=[C:4]2[CH:3]=[CH:2]1.P(Cl)(Cl)([Cl:13])=O.C(=O)([O-])[O-].[K+].[K+].C(OCC)C>O.CCCCCC>[Cl:13][C:9]1[CH:8]=[CH:7][N:6]=[C:5]2[NH:1][CH:2]=[CH:3][C:4]=12 |f:2.3.4|. Procedure: A mixture of 1H-pyrrolo[2,3-b]pyridine 7-oxide (1.35 g, 10 mmol) and phosphorous oxychloride (7.6 ml) was refluxed for 6 hours. After cooling down the reaction mixture to room temperature, ice (90 ml) was added and the mixture was basified to pH 9 with a saturated aqueous solution of potassium carbonate. The brownish solid was filtered, washed with water, hexane and diethyl ether (547 mg, 3.6 mmol, 36%). LC/MS (LCT) Rt 5.74 [M+H]+ 153, 155. Reactants: CC(C)([O-])C.[Na+] (Sodium t-butoxide), CN1C(=NC=C1C1=NC(=NC=C1)NC1=CC=C(C=C1)S(NCCCN1C(CCC1)=O)(=O)=O)C (4-(1,2-Dimethylimidazol-5-yl)-2-(4-{N-[3-(pyrrolidin-2-on-1-yl)propyl]sulphamoyl}anilino)pyrimidine), COCCNS(=O)(=O)C1=CC=C(C=C1)I (N-(2-methoxyethyl)-4-iodobenzenesulphonamide), CO (MeOH). Reagents/catalysts: [Pd].[Pd].C(C1=CC=CC=C1)=CC(=O)C=CC1=CC=CC=C1.C(C1=CC=CC=C1)=CC(=O)C=CC1=CC=CC=C1.C(C1=CC=CC=C1)=CC(=O)C=CC1=CC=CC=C1 (tris(dibenzylideneacetone) dipalladium (0)), C1(=CC=CC=C1)P(C1=C(C2=CC=CC=C2C=C1)C1=C(C=CC2=CC=CC=C12)P(C1=CC=CC=C1)C1=CC=CC=C1)C1=CC=CC=C1 (2,2′-bis(diphenylphosphino)-1,1′-binaphthyl). Solvent: O1CCOCC1 (dioxane). Run at temperature 80 celsius. Yields the product CN1C(=NC=C1C1=NC(=NC=C1)NC1=CC=C(C=C1)S(NCCOC)(=O)=O)C (4-(1,2-Dimethylimidazol-5-yl)-2-{4-[N(2-methoxyethyl)sulphamoyl]anilino}pyrimidine). Isolated yield 83.6%. RXN SMILES: C[C:2](C)([O-:4])C.[Na+].[CH3:7][N:8]1[C:12]([C:13]2[CH:18]=[CH:17][N:16]=[C:15]([NH:19][C:20]3[CH:25]=[CH:24][C:23]([S:26](=[O:38])(=[O:37])[NH:27][CH2:28][CH2:29]CN4CCCC4=O)=[CH:22][CH:21]=3)[N:14]=2)=[CH:11][N:10]=[C:9]1[CH3:39].COCCNS(C1C=CC(I)=CC=1)(=O)=O.CO>O1CCOCC1.[Pd].[Pd].C(=CC(C=CC1C=CC=CC=1)=O)C1C=CC=CC=1.C(=CC(C=CC1C=CC=CC=1)=O)C1C=CC=CC=1.C(=CC(C=CC1C=CC=CC=1)=O)C1C=CC=CC=1.C1(P(C2C=CC=CC=2)C2C=CC3C(=CC=CC=3)C=2C2C3C(=CC=CC=3)C=CC=2P(C2C=CC=CC=2)C2C=CC=CC=2)C=CC=CC=1>[CH3:7][N:8]1[C:12]([C:13]2[CH:18]=[CH:17][N:16]=[C:15]([NH:19][C:20]3[CH:21]=[CH:22][C:23]([S:26](=[O:37])(=[O:38])[NH:27][CH2:28][CH2:29][O:4][CH3:2])=[CH:24][CH:25]=3)[N:14]=2)=[CH:11][N:10]=[C:9]1[CH3:39] |f:0.1,6.7.8.9.10|. Reported procedure: Sodium t-butoxide (1.04 g, 10.8 mmol) was added to a degassed solution of 2-amino-4-(1,2-dimethylimidazol-5-yl)pyrimidine (Method 26; 567 mg, 3 mmol), N-(2-methoxyethyl)-4-iodobenzenesulphonamide (Method 40; 1.54 g, 4.5 mmol), tris(dibenzylideneacetone) dipalladium (0) (72 mg, 0.15 mmol) and 2,2′-bis(diphenylphosphino)-1,1′-binaphthyl (102 mg, 0.15 mmol) in dioxane (36 ml) and the mixture heated at 80° C. overnight. The reaction was cooled to room temperature and MeOH (5 ml) was added and the mi...